Dataset: the Open Reaction Database (ORD), a public repository of structured organic reaction records. Task: describe an organic reaction: reactants, conditions, products, and yield The reactants are [N+](=O)([O-])[O-].[NH4+] (ammonium nitrate), CC(C)N1C(=O)C2=CC=CC=C2[N-]S1(=O)=O.[Na+] (bentazone-sodium). The solvent is O (water). Run at temperature 20 celsius. Product: CC(C)N1C(=O)C2=CC=CC=C2NS1(=O)=O.[NH4+] (bentazone ammonium). Isolated yield 73.2%. Reaction SMILES: [N+:1]([O-])([O-])=O.[NH4+].[CH3:6][CH:7]([N:9]1[S:19](=[O:21])(=[O:20])[N-:18][C:17]2[C:12](=[CH:13][CH:14]=[CH:15][CH:16]=2)[C:10]1=[O:11])[CH3:8].[Na+]>O>[CH3:8][CH:7]([N:9]1[S:19](=[O:21])(=[O:20])[NH:18][C:17]2[C:12](=[CH:13][CH:14]=[CH:15][CH:16]=2)[C:10]1=[O:11])[CH3:6].[NH4+:1] |f:0.1,2.3,5.6|. Reported procedure: 8 g of ammonium nitrate were introduced at 50° C. with stirring into a solution of 26.3 g of bentazone-sodium in 21.7 g of water, and the reaction mixture was subsequently stirred for a further hour. After cooling to 20° C., the precipitate was filtered off, washed twice with 5 ml of ice water in each case and dried under reduced pressure and at 50° C. 18.9 g of bentazone-ammonium of 99% purity were obtained. Reactants: Clc1c2c(nc3cn[nH]c13)CCCC2, NCCO, Cc1ccccc1C. The product is OCCNc1c2c(nc3cn[nH]c13)CCCC2. As a reaction SMILES: [Cl:1][c:2]1[c:3]2[c:4]([n:5][c:6]3[c:11]1[CH2:10][CH2:9][CH2:8][CH2:7]3)[cH:12][n:13][nH:14]2.[NH2:15][CH2:16][CH2:17][OH:18].[c:19]1([CH3:20])[c:21]([CH3:22])[cH:23][cH:24][cH:25][cH:26]1>>[c:2]1([NH:15][CH2:16][CH2:17][OH:18])[c:3]2[c:4]([n:5][c:6]3[c:11]1[CH2:10][CH2:9][CH2:8][CH2:7]3)[cH:12][n:13][nH:14]2. The reactants are C(=O)(O)[O-].[Na+] (NaHCO3), COC(=O)C=1C(=C(C=C(C1)C(F)(F)F)NC1CCN(CC1)C(=O)OC(C)(C)C)C (tert-butyl 4-{[3-(methoxycarbonyl)-2-methyl-5-(trifluoromethyl)phenyl]amino}piperidine-1-carboxylate), C(C)=O (acetaldehyde), C(C)(=O)O[BH-](OC(C)=O)OC(C)=O.[Na+] (sodium triacetoxyborohydride). Solvent: C(Cl)Cl (CH2Cl2), CC(=O)O (AcOH). Reaction conditions: temperature 23 celsius, time 24 hour. The product is C(C)(C)(C)OC(=O)N1CCC(CC1)N(C1=C(C(=CC(=C1)C(F)(F)F)C(=O)OC)C)CC (tert-Butyl-4-{ethyl[3-(methoxycarbonyl)-2-methyl-5-(trifluoromethyl)phenyl]amino}piperidine-1-carboxylate). The yield is 39.9%. As a reaction SMILES: [CH3:1][O:2][C:3]([C:5]1[C:6]([CH3:29])=[C:7]([NH:15][CH:16]2[CH2:21][CH2:20][N:19]([C:22]([O:24][C:25]([CH3:28])([CH3:27])[CH3:26])=[O:23])[CH2:18][CH2:17]2)[CH:8]=[C:9]([C:11]([F:14])([F:13])[F:12])[CH:10]=1)=[O:4].[CH:30](=O)[CH3:31].C(O[BH-](OC(=O)C)OC(=O)C)(=O)C.[Na+].C([O-])(O)=O.[Na+]>C(Cl)Cl.CC(O)=O>[C:25]([O:24][C:22]([N:19]1[CH2:18][CH2:17][CH:16]([N:15]([CH2:30][CH3:31])[C:7]2[CH:8]=[C:9]([C:11]([F:13])([F:14])[F:12])[CH:10]=[C:5]([C:3]([O:2][CH3:1])=[O:4])[C:6]=2[CH3:29])[CH2:21][CH2:20]1)=[O:23])([CH3:26])([CH3:28])[CH3:27] |f:2.3,4.5|. Procedure: To a stirred solution of tert-butyl 4-{[3-(methoxycarbonyl)-2-methyl-5-(trifluoromethyl)phenyl]amino}piperidine-1-carboxylate (10.6 g, 25.4 mmol) in CH2Cl2 (200 mL) and AcOH (10 mL) was added acetaldehyde (2.80 g, 63.5 mmol) and sodium triacetoxyborohydride (13.4 g, 63.5 mmol). The reaction mixture was stirred at 23° C. for 24 hours. Then saturated NaHCO3 was added and the mixture was separated. The aqueous layer was extracted with CH2Cl2 (3×50 mL) and the combined organic layer was concentrated... Starting materials: CCOC(=O)CCN(C1(C(=O)NO)CCCC1)S(=O)(=O)c1ccc(Oc2ccc(F)cc2)cc1, Cc1ccccc1, ClCCl, [Na+], [OH-], O. Product: O=C(O)CCN(C1(C(=O)NO)CCCC1)S(=O)(=O)c1ccc(Oc2ccc(F)cc2)cc1. As a reaction SMILES: [CH2:1]([CH3:2])[O:3][C:4]([CH2:5][CH2:6][N:7]([C:8]1([C:13]([NH:14][OH:15])=[O:16])[CH2:9][CH2:10][CH2:11][CH2:12]1)[S:17](=[O:18])(=[O:19])[c:20]1[cH:21][cH:22][c:23]([O:26][c:27]2[cH:28][cH:29][c:30]([F:33])[cH:31][cH:32]2)[cH:24][cH:25]1)=[O:34].[CH3:35][c:36]1[cH:37][cH:38][cH:39][cH:40][cH:41]1.[Cl:45][CH2:46][Cl:47].[Na+:44].[OH-:43].[OH2:42]>>[O:3]=[C:4]([CH2:5][CH2:6][N:7]([C:8]1([C:13]([NH:14][OH:15])=[O:16])[CH2:9][CH2:10][CH2:11][CH2:12]1)[S:17](=[O:18])(=[O:19])[c:20]1[cH:21][cH:22][c:23]([O:26][c:27]2[cH:28][cH:29][c:30]([F:33])[cH:31][cH:32]2)[cH:24][cH:25]1)[OH:34]. Starting materials: N1C=NC=C1 (imidazole), C1(=CC=CC=C1)P(C1=CC=CC=C1)C1=CC=CC=C1 (triphenylphosphine), OC[C@H]1CN(CC1)C(=O)OC(C)(C)C (tert butyl (R)-3-hydroxymethylpyrrolidine-1-carboxylate), II (Iodine). Run in C(C)OCC (diethyl ether), O1CCOCC1 (dioxane), C(C)OCC (diethyl ether). The product is IC[C@H]1CN(CC1)C(=O)OC(C)(C)C (tert-butyl (R)-3-iodomethylpyrrolidine-1-carboxylate). Isolated yield 93.1%. As a reaction SMILES: [I:1]I.N1C=CN=C1.C1(P(C2C=CC=CC=2)C2C=CC=CC=2)C=CC=CC=1.O[CH2:28][C@@H:29]1[CH2:33][CH2:32][N:31]([C:34]([O:36][C:37]([CH3:40])([CH3:39])[CH3:38])=[O:35])[CH2:30]1>C(OCC)C.O1CCOCC1>[I:1][CH2:28][C@@H:29]1[CH2:33][CH2:32][N:31]([C:34]([O:36][C:37]([CH3:40])([CH3:39])[CH3:38])=[O:35])[CH2:30]1. Procedure: Iodine (1.91 g) was added in portions to a vigorously stirred, ice cooled suspension of imidazole (0.681 g) and triphenylphosphine (1.97 g) in diethyl ether (12 mL). The mixture was then stirred for 10 minutes before a solution of tert butyl (R)-3-hydroxymethylpyrrolidine-1-carboxylate (1 g) in dioxane (6 mL) was added dropwise. The resulting mixture was stirred at room temperature overnight, then diluted with diethyl ether and filtered. The solid was washed with diethyl ether and the combined f... Starting materials: solution, Cl (hydrochloric acid), 8-acetylamino-8-acetylaminomethyl, CCCCCCCCCC (decane). Solvent: O (water). The product is 6-amino-8-aminomethyl, Cl.Cl.CCCCCCCCCC (decane dihydrochloride). RXN SMILES: [CH3:1][CH2:2][CH2:3][CH2:4][CH2:5][CH2:6][CH2:7][CH2:8][CH2:9][CH3:10].[ClH:11]>O>[ClH:11].[ClH:11].[CH3:1][CH2:2][CH2:3][CH2:4][CH2:5][CH2:6][CH2:7][CH2:8][CH2:9][CH3:10] |f:3.4.5|. Procedure details: The procedure is as in Example 1, but starting from 8-acetylamino-8-acetylaminomethyl-tricyclo[5.2.1.0/2,6]decane (1.97 g), in the form of the exo racemate, in a 6N solution (50 cc) of hydrochloric acid in water for 24 hours under reflux. Taking up the residue from the evaporation in ethanol (20 cc) and diethyl ether (80 cc), 6-amino-8-aminomethyl-tricyclo[5.2.1.0/2,6]decane dihydrochloride (1.26 g), is obtained, as the exo racemate, in the form of white crystals which melt at 273°-5° C. Reactants: ice, C(C)C1=CC=C(C=C1)C1=CC=C(S1)S(=O)(=O)N1C=CC=C1 (N-[5-(4-ethylphenyl)thiophene-2-sulfonyl]pyrrole), [OH-].[Na+] (sodium hydroxide), P(=O)(Cl)(Cl)Cl (Phosphorus oxychloride), P(Cl)(Cl)(Cl)(Cl)Cl (phosphorus pentachloride). Run in CO (methanol). Run at temperature 50 celsius. Yields the product ClS(=O)(=O)C1=CC=C(S1)C1=CC=C(C=C1)CC (5-Chlorosulfonyl-2-(4-ethylphenyl)thiophene). As a reaction SMILES: [CH2:1]([C:3]1[CH:8]=[CH:7][C:6]([C:9]2[S:13][C:12]([S:14](N3C=CC=C3)(=[O:16])=[O:15])=[CH:11][CH:10]=2)=[CH:5][CH:4]=1)[CH3:2].[OH-].[Na+].P(Cl)(Cl)([Cl:26])=O.P(Cl)(Cl)(Cl)(Cl)Cl>CO>[Cl:26][S:14]([C:12]1[S:13][C:9]([C:6]2[CH:7]=[CH:8][C:3]([CH2:1][CH3:2])=[CH:4][CH:5]=2)=[CH:10][CH:11]=1)(=[O:16])=[O:15] |f:1.2|. Procedure details: A solution of N-[5-(4-ethylphenyl)thiophene-2-sulfonyl]pyrrole (100 mg, 0.32 mmol) and 6 N sodium hydroxide (1 mL) in methanol (1.5 ml) was refluxed for approximately 6 h. Evaporation of solvents and drying in vacuo resulted in an oil. Phosphorus oxychloride (258 ml, 2.52 mmol) and phosphorus pentachloride (131 mg, 0.63 mmol) were added to the oil and the resulting brown suspension was heated at 50° C. for 3 h. The resulting clear brown solution was carefully added to about 20 mL of crushed ice ...